This data is from the Open Reaction Database (ORD), a public repository of structured organic reaction records. The task is: describe an organic reaction: reactants, conditions, products, and yield Yields the product OC1=C(C(=O)OC)C=CC(=N1)C (Methyl 2-hydroxy-6-methyl-nicotinate). Procedure details: Excess diazomethane in ether was added portionwise over 15 mins to 9.58 g (~60 mmoles) of 2-hydroxy-6-methyl nicotinic acid in 900 mL of THF at 0°. After stirring 2 hours, excess diazomethane was removed in vacuo. The resulting white solid was filtered and washed with hexane and dried. This fluffy solid was the required methyl ester. The filtrate was concentrated. The resulting solid was redissolved in a minimum amount of THF and hexane was added until no further precipitation was observed. Soli... Reaction conditions: time 2 hour. Reaction SMILES: [N+](=[CH2:3])=[N-].[OH:4][C:5]1[N:13]=[C:12]([CH3:14])[CH:11]=[CH:10][C:6]=1[C:7]([OH:9])=[O:8]>CCOCC.C1COCC1>[OH:4][C:5]1[N:13]=[C:12]([CH3:14])[CH:11]=[CH:10][C:6]=1[C:7]([O:9][CH3:3])=[O:8]. The solvent is CCOCC (ether), C1CCOC1 (THF). Reactants: [N+](=[N-])=C (diazomethane), OC1=C(C(=O)O)C=CC(=N1)C (2-hydroxy-6-methyl nicotinic acid). The reactants are BrC1=C(OC[C@@H](CNC2=C(C(NC=C2)=O)C=2NC3=CC=4CN(C(C4C=C3N2)=O)C2CCN(CC2)CC)O)C=CC=C1 (2-{4-[(R)-3-(2-bromo-phenoxy)-2-hydroxy-propylamino]-2-oxo-1,2-dihydro-pyridin-3-yl}-6-(1-ethyl-piperidin-4-yl)-6,7-dihydro-1H-1,3,6-triaza-s-indacen-5-one), C(=O)(C(F)(F)F)O (TFA), Cl.Cl.ClC1=C(C(NC=C1)=O)C=1NC2=CC=3C(N(C(C3C=C2N1)=O)C1CCN(CC1)CC)=O (2-(4-chloro-2-oxo-1,2-dihydro-pyridin-3-yl)-6-(1-ethyl-piperidin-4-yl)-1H-1,3,6-triaza-s-indacene-5,7-dione dihydrochloride), NC[C@H](COC1=C(C=CC=C1)Br)O ((R)-1-amino-3-(2-bromo-phenoxy)-propan-2-ol). Yields the product FC(C(=O)O)(F)F.BrC1=C(OC[C@@H](CNC2=C(C(NC=C2)=O)C=2NC3=CC=4CN(C(C4C=C3N2)=O)C2CCN(CC2)C)O)C=CC(=C1)F (2-{4-[(R)-3-(2-bromo-4-fluoro-phenoxy)-2-hydroxy-propylamino]-2-oxo-1,2-dihydro-pyridin-3-yl}-6-(1-methyl-piperidin-4-yl)-6,7-dihydro-1H-1,3,6-triaza-s-indacen-5-one trifluoroacetic acid salt). Reaction SMILES: [Br:1][C:2]1[CH:41]=[CH:40][CH:39]=[CH:38][C:3]=1[O:4][CH2:5][C@H:6]([OH:37])[CH2:7][NH:8][C:9]1[CH:14]=[CH:13][NH:12][C:11](=[O:15])[C:10]=1[C:16]1[NH:17][C:18]2[C:26]([N:27]=1)=[CH:25][C:24]1[C:23](=[O:28])[N:22]([CH:29]3[CH2:34][CH2:33][N:32]([CH2:35]C)[CH2:31][CH2:30]3)[CH2:21][C:20]=1[CH:19]=2.[C:42]([OH:48])([C:44]([F:47])([F:46])[F:45])=[O:43].Cl.Cl.ClC1C=CNC(=O)C=1C1NC2C(N=1)=CC1C(=O)N(C3CCN(CC)CC3)C(=O)C=1C=2.NC[C@@H](O)COC1C=CC=CC=1Br>>[F:45][C:44]([F:47])([F:46])[C:42]([OH:48])=[O:43].[Br:1][C:2]1[CH:41]=[C:40]([F:45])[CH:39]=[CH:38][C:3]=1[O:4][CH2:5][C@H:6]([OH:37])[CH2:7][NH:8][C:9]1[CH:14]=[CH:13][NH:12][C:11](=[O:15])[C:10]=1[C:16]1[NH:17][C:18]2[C:26]([N:27]=1)=[CH:25][C:24]1[C:23](=[O:28])[N:22]([CH:29]3[CH2:34][CH2:33][N:32]([CH3:35])[CH2:31][CH2:30]3)[CH2:21][C:20]=1[CH:19]=2 |f:2.3.4,6.7|. Procedure: 2-{4-[(R)-3-(2-bromo-phenoxy)-2-hydroxy-propylamino]-2-oxo-1,2-dihydro-pyridin-3-yl}-6-(1-ethyl-piperidin-4-yl)-6,7-dihydro-1H-1,3,6-triaza-s-indacen-5-one as TFA salt (5c) was prepared from 2-(4-chloro-2-oxo-1,2-dihydro-pyridin-3-yl)-6-(1-ethyl-piperidin-4-yl)-1H-1,3,6-triaza-s-indacene-5,7-dione dihydrochloride and (R)-1-amino-3-(2-bromo-phenoxy)-propan-2-ol. ESI-MS m/z 623.0 (M++2). Starting materials: CN(/C=C/C1=C(C#N)C=CC(=C1)C#N)C ((E)-2-(2-(Dimethylamino)vinyl)terephthalonitrile), C(=O)(C(F)(F)F)O (TFA), [H][H] (hydrogen). The reagents and catalysts are [Pt]=O (platinum oxide). Conditions: temperature 60 celsius. Yields the product NC1=NC=CC=2CC(CCC12)C(=O)O (1-Amino-5,6,7,8-tetrahydroisoquinoline-6-carboxylic acid). RXN SMILES: C[N:2](C)/[CH:3]=[CH:4]/[C:5]1[CH:12]=C(C#N)[CH:10]=[CH:9][C:6]=1[C:7]#[N:8].[C:16]([OH:22])([C:18](F)(F)F)=[O:17].[H][H]>[Pt]=O>[NH2:8][C:7]1[C:6]2[CH2:9][CH2:10][CH:18]([C:16]([OH:22])=[O:17])[CH2:12][C:5]=2[CH:4]=[CH:3][N:2]=1. Reported procedure: The product from Example 147 Part D (1.0 g, 3.31 mmol) and platinum oxide (87 mg, 0.38 mmol) were added together with 21 mL of TFA. The reaction mixture was placed under a balloon of hydrogen gas and then warmed to 60° C. for 16 h. The mixture was cooled to RT and filtered through Celite to remove platinum oxide. The solvent was removed, and the residue was purified by reverse phase HPLC to give 0.21 g of the desired product as the TFA salt. LC/MS: 193.1, (M+H)+. 1HNMR (400 MHz, d4-MeOH) δ 2.00 ...